The task is: describe an organic reaction: reactants, conditions, products, and yield. This data is from the Open Reaction Database (ORD), a public repository of structured organic reaction records. Starting materials: NO.Cl (NH2OH—HCl), [OH-].[Na+] (NaOH), C1(=CC=C(C=C1)S(=O)(=O)Cl)C (p-toluenesulfonyl chloride), ClC1=CC=C2C3(C(NC2=C1)=O)C(CC(CC3C(C)C)=O)C3=CC(=CC=C3)Cl (rac-(1R,2S,6R)-6′-chloro-2-(3-chlorophenyl)-6-(1-methylethyl)-spiro[cyclohexane-1,3′-[3H]indole]-2′,4(1′H)-dione). The solvent is CCO.O (EtOH water), ClCCl (dichloromethane), CCOC(=O)C (AcOEt). Reaction conditions: temperature 100 celsius. As a reaction SMILES: [Cl:1][C:2]1[CH:10]=[C:9]2[C:5]([C:6]3([CH:16]([CH:17]([CH3:19])[CH3:18])[CH2:15][C:14](=[O:20])[CH2:13][CH:12]3[C:21]3[CH:26]=[CH:25][CH:24]=[C:23]([Cl:27])[CH:22]=3)[C:7](=[O:11])[NH:8]2)=[CH:4][CH:3]=1.[NH2:28]O.Cl.[OH-].[Na+].C1(C)C=CC(S(Cl)(=O)=O)=CC=1>CCO.O.ClCCl.CCOC(C)=O>[Cl:1][C:2]1[CH:10]=[C:9]2[C:5]([C@@:6]3([C@H:16]([CH:17]([CH3:18])[CH3:19])[CH2:15][C:14](=[O:20])[NH:28][CH2:13][C@@H:12]3[C:21]3[CH:26]=[CH:25][CH:24]=[C:23]([Cl:27])[CH:22]=3)[C:7](=[O:11])[NH:8]2)=[CH:4][CH:3]=1 |f:1.2,3.4,6.7|. Procedure: In a manner similar to the method described in example 2 (method B), rac-(1R,2S,6R)-6′-chloro-2-(3-chlorophenyl)-6-(1-methylethyl)-spiro[cyclohexane-1,3′-[3H]indole]-2′,4(1′H)-dione (402.3 mg, 1.00 mmole) was reacted with NH2OH—HCl (347.5 mg, 5.00 mmol), NaOH (200.0 mg, 5.00 mmole) in EtOH-water (3/2, 15 mL) at refluxing for 3 hrs, followed by reacting with p-toluenesulfonyl chloride (762.8 mg, 4.00 mmol) in dichloromethane (20 mL) at room temperature for 2 hrs, and heating under microwave irrad... Product: ClC1=CC=C2[C@@]3(C(NC2=C1)=O)[C@H](CNC(C[C@H]3C(C)C)=O)C3=CC(=CC=C3)Cl ((3R,4S,5S)-6′-chloro-3-(3-chlorophenyl)-1,1′,2,2′,3,5,6,7-octahydro-5-(1-methylethyl)-spiro[4H-azepine-4,3′-[3H]-indole]-2′,7-dione). Yield: 4.5%.